Dataset: the Open Reaction Database (ORD), a public repository of structured organic reaction records. Task: describe an organic reaction: reactants, conditions, products, and yield The reactants are O=Cc1cc(Br)c([N+](=O)[O-])s1, CCO, CCCCCCC, CCOC(C)=O, Cl, NO, c1ccncc1. The product is O=[N+]([O-])c1sc(C=NO)cc1Br. As a reaction SMILES: [Br:1][c:2]1[cH:3][c:4]([CH:10]=[O:11])[s:5][c:6]1[N+:7](=[O:8])[O-:9].[CH3:12][CH2:13][OH:14].[CH3:24][CH2:25][CH2:26][CH2:27][CH2:28][CH2:29][CH3:30].[CH3:31][CH2:32][O:33][C:34]([CH3:35])=[O:36].[ClH:21].[NH2:22][OH:23].[cH:15]1[cH:16][cH:17][n:18][cH:19][cH:20]1>>[Br:1][c:2]1[cH:3][c:4]([CH:10]=[N:22][OH:23])[s:5][c:6]1[N+:7](=[O:8])[O-:9]. Isolated yield 84.8%. Product: NC=1C=C(C(=O)OCCCOC2=CC=C(C=C2)[C@@H]2CC[C@H](CC2)CC)C=C(C1)N ([4-(trans-4-ethyl-cyclohexyl)phenoxypropyl] 3,5-diaminobenzoate). Procedure: In 300 ml of ethyl acetate was dissolved 15.0 g (0.033 mol) of [4-(trans-4-ethyl-cyclohexyl)phenoxypropyl] 3,5-dinitrobenzoate, and 1.50 g of 5% palladium-carbon was then added thereto and catalytic reduction was carried out at ordinary temperature under atmospheric pressure. After the completion of the reaction, the catalyst was removed by filtration and the solvent was distilled off under reduced pressure to obtain a crystal. The thus obtained crystal was recrystallized from n-heptane/ethyl ac... Solvent: C(C)(=O)OCC (ethyl acetate). Reagents/catalysts: [C].[Pd] (palladium-carbon). As a reaction SMILES: [N+:1]([C:4]1[CH:5]=[C:6]([CH:28]=[C:29]([N+:31]([O-])=O)[CH:30]=1)[C:7]([O:9][CH2:10][CH2:11][CH2:12][O:13][C:14]1[CH:19]=[CH:18][C:17]([C@H:20]2[CH2:25][CH2:24][C@H:23]([CH2:26][CH3:27])[CH2:22][CH2:21]2)=[CH:16][CH:15]=1)=[O:8])([O-])=O>C(OCC)(=O)C.[C].[Pd]>[NH2:31][C:29]1[CH:28]=[C:6]([CH:5]=[C:4]([NH2:1])[CH:30]=1)[C:7]([O:9][CH2:10][CH2:11][CH2:12][O:13][C:14]1[CH:19]=[CH:18][C:17]([C@H:20]2[CH2:25][CH2:24][C@H:23]([CH2:26][CH3:27])[CH2:22][CH2:21]2)=[CH:16][CH:15]=1)=[O:8] |f:2.3|. The reactants are [N+](=O)([O-])C=1C=C(C(=O)OCCCOC2=CC=C(C=C2)[C@@H]2CC[C@H](CC2)CC)C=C(C1)[N+](=O)[O-] ([4-(trans-4-ethyl-cyclohexyl)phenoxypropyl] 3,5-dinitrobenzoate). The reactants are O=C([O-])[O-], C1COCCO1, Cl, NCC1CCC(C(=O)O)CC1, [Na+], [Na+], O=C(OCC1c2ccccc2-c2ccccc21)ON1C(=O)CCC1=O. The product is O=C(NCC1CCC(C(=O)O)CC1)OCC1c2ccccc2-c2ccccc21. RXN SMILES: [C:44](=[O:45])([O-:46])[O-:47].[CH2:38]1[O:39][CH2:40][CH2:41][O:42][CH2:43]1.[ClH:37].[NH2:26][CH2:27][CH:28]1[CH2:29][CH2:30][CH:31]([C:34]([OH:35])=[O:36])[CH2:32][CH2:33]1.[Na+:48].[Na+:49].[cH:1]1[cH:2][cH:3][cH:4][c:5]2[c:13]1[CH:12]([CH2:14][O:15][C:16](=[O:17])[O:18][N:19]1[C:20](=[O:21])[CH2:22][CH2:23][C:24]1=[O:25])[c:11]1[c:6]-2[cH:7][cH:8][cH:9][cH:10]1>>[cH:1]1[cH:2][cH:3][cH:4][c:5]2[c:13]1[CH:12]([CH2:14][O:15][C:16](=[O:17])[NH:26][CH2:27][CH:28]1[CH2:29][CH2:30][CH:31]([C:34]([OH:35])=[O:36])[CH2:32][CH2:33]1)[c:11]1[c:6]-2[cH:7][cH:8][cH:9][cH:10]1. Starting materials: C1(C(=C)CC(=O)O1)=O (itaconic anhydride), ClC1=CC=C(C=C1)C1=CC=CC=C1 (4-chlorobiphenyl), ice, S(O)(O)(=O)=O (sulfuric acid), [Cl-].[Al+3].[Cl-].[Cl-] (aluminum chloride). Run in ClC1=C(C=CC=C1)Cl (o-dichlorobenzene), O (water), ClC1=C(C=CC=C1)Cl (o-dichlorobenzene). Reaction conditions: temperature 20 celsius. Yields the product ClC1=CC=C(C=C1)C1=CC=C(C=C1)C(CC(C(=O)O)=C)=O (4-(4′-chlorobiphenyl-4-yl)-4-keto-2-methylenebutyric acid). Yield: 70.0%. As a reaction SMILES: [Cl-].[Al+3].[Cl-].[Cl-].[C:5]1(=[O:12])[O:11][C:9](=[O:10])[CH2:8][C:6]1=[CH2:7].[Cl:13][C:14]1[CH:19]=[CH:18][C:17]([C:20]2[CH:25]=[CH:24][CH:23]=[CH:22][CH:21]=2)=[CH:16][CH:15]=1.S(=O)(=O)(O)O>ClC1C=CC=CC=1Cl.O>[Cl:13][C:14]1[CH:15]=[CH:16][C:17]([C:20]2[CH:25]=[CH:24][C:23]([C:9](=[O:10])[CH2:8][C:6](=[CH2:7])[C:5]([OH:11])=[O:12])=[CH:22][CH:21]=2)=[CH:18][CH:19]=1 |f:0.1.2.3|. Procedure: 193.3 g (1.45 mol) of anhydrous aluminum chloride are introduced in 1100 g of o-dichlorobenzene and the mixture is brought to 45° C. with stirring. A solution of 80.9 g (0.72 mol) of itaconic anhydride and 132 g (0.7 mol) of 4-chlorobiphenyl in 700 g of o-dichlorobenzene at 50° C. is added dropwise in the course of three hours. The reaction mixture is stirred at 25° C. for four hours and then added to an ice-cold mixture of 1000 g of water and 25 g of sulfuric acid (96%). The aqueous phase is se... Reactants: C(C)(C)(C)S(=O)\N=C\[C@@H]1N(CCC1)C(=O)OC(C)(C)C (tert-butyl (2R)-2-{(E)-[(tert-butylsulphinyl)imino]methyl}pyrrolidine-1-carboxylate), Grignard reagent, NC([C@H]1N(CCC1)C(=O)OC(C)(C)C)C1=CC=C(C=C1)SCC1CC1 (tert-butyl (2S)-2-(amino{4-[(cyclopropylmethyl)thio]phenyl}methyl)pyrrolidine-1-carboxylate). The product is NC([C@@H]1N(CCC1)C(=O)OC(C)(C)C)C1=CC=C(C=C1)SCC1CC1 (tert-Butyl (2R)-2-(amino{4-[(cyclopropylmethyl)thio]phenyl}methyl)pyrrolidine-1-carboxylate). Reaction SMILES: C(S(/N=C/[C@H]1CCCN1C(OC(C)(C)C)=O)=O)(C)(C)C.[NH2:21][CH:22]([C:35]1[CH:40]=[CH:39][C:38]([S:41][CH2:42][CH:43]2[CH2:45][CH2:44]2)=[CH:37][CH:36]=1)[C@@H:23]1[CH2:27][CH2:26][CH2:25][N:24]1[C:28]([O:30][C:31]([CH3:34])([CH3:33])[CH3:32])=[O:29]>>[NH2:21][CH:22]([C:35]1[CH:40]=[CH:39][C:38]([S:41][CH2:42][CH:43]2[CH2:45][CH2:44]2)=[CH:37][CH:36]=1)[C@H:23]1[CH2:27][CH2:26][CH2:25][N:24]1[C:28]([O:30][C:31]([CH3:34])([CH3:33])[CH3:32])=[O:29]. Reported procedure: The title compound was prepared from tert-butyl (2R)-2-{(E)-[(tert-butylsulphinyl)imino]methyl}pyrrolidine-1-carboxylate using conditions described in Examples 5 and 6 and with the Grignard reagent described in Example 7. Data identical to those described for tert-butyl (2S)-2-(amino{4-[(cyclopropylmethyl)thio]phenyl}methyl)pyrrolidine-1-carboxylate. Reactants: COC=1C=C(C=C)C=CC1OC (3,4-dimethoxystyrene), [H][H] (hydrogen). The reagents and catalysts are [Pd] (palladium charcoal). Run in CO (methanol). The product is C(C)C=1C=C(C(=CC1)OC)OC (4-ethylveratrole). Isolated yield 98.8%. As a reaction SMILES: [CH3:1][O:2][C:3]1[CH:4]=[C:5]([CH:8]=[CH:9][C:10]=1[O:11][CH3:12])[CH:6]=[CH2:7].[H][H]>[Pd].CO>[CH2:6]([C:5]1[CH:4]=[C:3]([O:2][CH3:1])[C:10]([O:11][CH3:12])=[CH:9][CH:8]=1)[CH3:7]. Procedure details: In an atmospheric pressure hydrogenation equipment 10.0 g (60.9 mM) of 3,4-dimethoxystyrene, 0.5 g of palladium charcoal and 200 ml of methanol were charged and introduced with hydrogen. The reaction was continued until the absorption of hydrogen was terminated. Palladium charcoal was filtered off from the reaction mixture. Methanol was distilled off from the filtrate. The residue was distilled under vacuum to obtain 10.0 g (60.2 mM) of 4-ethylveratrole as a colorless transparent liquid having a... The reactants are CN1C(NC(C=2N(C=NC12)CC(C)=O)=O)=O (3-methyl-7-(2-oxopropyl)-xanthine), ClCCCCC(C)=O (1-chloro-5-hexanone), C([O-])([O-])=O.[K+].[K+] (potassium carbonate). Solvent: CN(C=O)C (dimethylformamide). Yields the product CN1C(N(C(C=2N(C=NC12)CC(C)=O)=O)CCCCC(C)=O)=O (3-Methyl-1-(5-oxohexyl)-7-(2-oxopropyl)-xanthine). RXN SMILES: [CH3:1][N:2]1[C:10]2[N:9]=[CH:8][N:7]([CH2:11][C:12](=[O:14])[CH3:13])[C:6]=2[C:5](=[O:15])[NH:4][C:3]1=[O:16].Cl[CH2:18][CH2:19][CH2:20][CH2:21][C:22](=[O:24])[CH3:23].C(=O)([O-])[O-].[K+].[K+]>CN(C)C=O>[CH3:1][N:2]1[C:10]2[N:9]=[CH:8][N:7]([CH2:11][C:12](=[O:14])[CH3:13])[C:6]=2[C:5](=[O:15])[N:4]([CH2:18][CH2:19][CH2:20][CH2:21][C:22](=[O:24])[CH3:23])[C:3]1=[O:16] |f:2.3.4|. Procedure details: 22.2 g (0.1 mol) of 3-methyl-7-(2-oxopropyl)-xanthine from Example 7a are stirred together with 14.8 g (0.11 mol) of 1-chloro-5-hexanone and 15.2 g (0.11 mol) of potassium carbonate in 500 ml of dimethylformamide at 110° C. for 1.5 hours. The mixture is then allowed to cool slowly, with further stirring, and filtered, the salt on the suction filter is rinsed thoroughly with dimethylformamide, the solution is concentrated under reduced pressure, the residue is taken up in 200 ml of methanol, 50 m...